The task is: describe an organic reaction: reactants, conditions, products, and yield. This data is from the Open Reaction Database (ORD), a public repository of structured organic reaction records. Reported procedure: The title compound was prepared by reaction of 5-chloromethyl-8-hydroxyquinolinoline (A2) with N-propargyl piperazine as follows: Product: C(C#C)N1CCN(CC1)CC1=C2C=CC=NC2=C(C=C1)O (5-(4-propargylpiperazin-1-ylmethyl)-8-hydroxy-quinoline). The reactants are Cl.ClCC1=C2C=CC=NC2=C(C=C1)O (5-chloromethyl-8-hydroxyquinoline hydrochloride), C(C#C)N1CCNCC1 (N-propargyl piperazine). As a reaction SMILES: Cl.Cl[CH2:3][C:4]1[CH:13]=[CH:12][C:11]([OH:14])=[C:10]2[C:5]=1[CH:6]=[CH:7][CH:8]=[N:9]2.[CH2:15]([N:18]1[CH2:23][CH2:22][NH:21][CH2:20][CH2:19]1)[C:16]#[CH:17]>>[CH2:15]([N:18]1[CH2:23][CH2:22][N:21]([CH2:3][C:4]2[CH:13]=[CH:12][C:11]([OH:14])=[C:10]3[C:5]=2[CH:6]=[CH:7][CH:8]=[N:9]3)[CH2:20][CH2:19]1)[C:16]#[CH:17] |f:0.1|. As a reaction SMILES: [I-].[Na+].Cl[CH2:4][CH2:5][CH2:6][O:7][C:8]12[CH:22]=[CH:21][CH:20]=[CH:19][CH:9]1[CH2:10][CH:11]2[CH2:12][N:13]1[CH2:18][CH2:17][CH2:16][CH2:15][CH2:14]1.[N-:23]=[N+:24]=[N-:25].[Na+].O>CN(C=O)C>[N:23]([CH2:4][CH2:5][CH2:6][O:7][C:8]12[CH:22]=[CH:21][CH:20]=[CH:19][CH:9]1[CH2:10][CH:11]2[CH2:12][N:13]1[CH2:18][CH2:17][CH2:16][CH2:15][CH2:14]1)=[N+:24]=[N-:25] |f:0.1,3.4|. Reactants: O (water), [I-].[Na+] (Sodium iodide), ClCCCOC12C(CC1CN1CCCCC1)C=CC=C2 (3-(3-chloropropoxy)-1-(1-piperidinylmethyl)benzocyclobutene), [N-]=[N+]=[N-].[Na+] (sodium azide). Procedure details: Sodium iodide (3 g) is added to a stirred solution of 3-(3-chloropropoxy)-1-(1-piperidinylmethyl)benzocyclobutene (0.87 g) in 12 ml of DMF. The reaction mixture is stirred under nitrogen for 12 hours, sodium azide (1.17 g) is added to this solution followed by water (1.2 ml). The resulting suspension is heated at 75° C. for 5 hours. The reaction mixture is partitioned between water and methylene chloride and the organic layer is separated, washed, dried, filtered and evaporated in vacuo yielding... Yields the product N(=[N+]=[N-])CCCOC12C(CC1CN1CCCCC1)C=CC=C2 (3-(3-Azidopropoxy)-1-(1-piperidinylmethyl)benzocyclobutene). Conditions: temperature 75 celsius, time 12 hour. Solvent: CN(C)C=O (DMF). Starting materials: C(\C=C(/C)\CCC[C@H](C)CCC[C@H](C)CCCC(C)C)C1=C(C(=C(C(=C1O)C)C)O)C (phytyltrimethylhydroquinone), C(C)(=O)OC(C)=O (acetic anhydride). The solvent is N1=CC=CC=C1 (pyridine). Reaction conditions: time 10 hour. Yields the product C(C)(=O)O.C(C)(=O)O.C(\C=C(/C)\CCC[C@H](C)CCC[C@H](C)CCCC(C)C)C1=C(C(=C(C(=C1O)C)C)O)C (Phytyltrimethylhydroquinone Diacetate). Yield: 92.1%. Reaction SMILES: [CH2:1]([C:21]1[C:26]([OH:27])=[C:25]([CH3:28])[C:24]([CH3:29])=[C:23]([OH:30])[C:22]=1[CH3:31])/[CH:2]=[C:3](/[CH2:5][CH2:6][CH2:7][C@@H:8]([CH2:10][CH2:11][CH2:12][C@@H:13]([CH2:15][CH2:16][CH2:17][CH:18]([CH3:20])[CH3:19])[CH3:14])[CH3:9])\[CH3:4].[C:32]([O:35]C(=O)C)(=[O:34])[CH3:33]>N1C=CC=CC=1>[C:32]([OH:35])(=[O:34])[CH3:33].[C:32]([OH:35])(=[O:34])[CH3:33].[CH2:1]([C:21]1[C:26]([OH:27])=[C:25]([CH3:28])[C:24]([CH3:29])=[C:23]([OH:30])[C:22]=1[CH3:31])/[CH:2]=[C:3](/[CH2:5][CH2:6][CH2:7][C@@H:8]([CH2:10][CH2:11][CH2:12][C@@H:13]([CH2:15][CH2:16][CH2:17][CH:18]([CH3:19])[CH3:20])[CH3:14])[CH3:9])\[CH3:4] |f:3.4.5|. Procedure: The crude phytyltrimethylhydroquinone (31. 9 g, 20.1 mmol) was dissolved in dry pyridine (90 g) and acetic anhydride (90 g). After storage for 10 h at room temperature, the mixture was poured onto ice (200 mL) and extracted with ether (2×100 mL). The ether solution was washed with 3N sulfuric acid (2×100 mL), 10% sodium bicarbonate solution (2×100 mL), and again water (2×100 mL), dried (Na2SO4), and evaporated to yield 10.2 g (95%) of diacetate (32) as a light yellow oil. The oil was used in the... Reactants: CC=1C(=NC=CC1)C(=O)O (3-methyl-2-pyridinecarboxylic acid), N,N'-carbonyldiimidazole, NC1=NN=NN1 (5-aminotetrazole). Yields the product N1N=NN=C1NC(=O)C1=NC=CC=C1C (N-(5-tetrazolyl)-3-methyl-2-pyridinecarboxamide). Isolated yield 9.0%. As a reaction SMILES: [CH3:1][C:2]1[C:3]([C:8]([OH:10])=O)=[N:4][CH:5]=[CH:6][CH:7]=1.[NH2:11][C:12]1[NH:16][N:15]=[N:14][N:13]=1>>[NH:13]1[C:12]([NH:11][C:8]([C:3]2[C:2]([CH3:1])=[CH:7][CH:6]=[CH:5][N:4]=2)=[O:10])=[N:16][N:15]=[N:14]1. Procedure details: 1.49 g of 3-methyl-2-pyridinecarboxylic acid, 1.8 g of N,N'-carbonyldiimidazole and 1.2 g of 5-aminotetrazole are treated in the same manner as described in Example 2. The crude product thus obtained is recrystallized from a mixture of dimethylformamide and ethanol, whereby 0.2 g of N-(5-tetrazolyl)-3-methyl-2-pyridinecarboxamide is obtained. Starting materials: BrC1=NC=C(C(=C1)NC1CN(CCC1)C(=O)OC(C)(C)C)[N+](=O)[O-] (tert-butyl 3-((2-bromo-5-nitropyridin-4-yl)amino)piperidine-1-carboxylate), [NH4+].[Cl-] (NH4Cl), CCO.O (EtOH water). Reagents/catalysts: [Fe] (iron). Solvent: C(Cl)Cl (CH2Cl2). Product: NC=1C(=CC(=NC1)Br)NC1CN(CCC1)C(=O)OC(C)(C)C (tert-butyl 3-((5-amino-2-bromopyridin-4-yl)amino)piperidine-1-carboxylate). Yield: 100.0%. As a reaction SMILES: [Br:1][C:2]1[CH:7]=[C:6]([NH:8][CH:9]2[CH2:14][CH2:13][CH2:12][N:11]([C:15]([O:17][C:18]([CH3:21])([CH3:20])[CH3:19])=[O:16])[CH2:10]2)[C:5]([N+:22]([O-])=O)=[CH:4][N:3]=1.[NH4+].[Cl-].CCO.O>C(Cl)Cl.[Fe]>[NH2:22][C:5]1[C:6]([NH:8][CH:9]2[CH2:14][CH2:13][CH2:12][N:11]([C:15]([O:17][C:18]([CH3:21])([CH3:20])[CH3:19])=[O:16])[CH2:10]2)=[CH:7][C:2]([Br:1])=[N:3][CH:4]=1 |f:1.2,3.4|. Procedure details: To a mixture of tert-butyl 3-((2-bromo-5-nitropyridin-4-yl)amino)piperidine-1-carboxylate. (1.24 g, 3.01 mmol, 1.0 eq) and NH4Cl (2.43 g, 45 mmol, 15 eq) was added a 2:1 mixture EtOH/water (30 mL). The reaction mixture was heated to reflux, then iron powder (0.67 g, 12 mmol, 3.5 eq) was added in portions over 15 min and the suspension was continued to be heated at refluxed for 16 h. The reaction mixture was cooled to rt, diluted with CH2Cl2 (300 mL) and filtered through celite. The organic layer... Starting materials: ClC1=CC=C(C(=O)C2=C(C(=O)O)C=CC=C2)C=C1 (2-(4'-chlorobenzoyl)benzoic acid), C(C)(=O)O (acetic acid). The reagents and catalysts are [Zn] (zinc). Run in O (water). Run at temperature 105 celsius, time 2 hour. Product: ClC1=CC=C(C=C1)C1OC(=O)C2=CC=CC=C12 (3-(4'-chlorophenyl)phthalide). Yield: 88.0%. RXN SMILES: [Cl:1][C:2]1[CH:18]=[CH:17][C:5]([C:6]([C:8]2[CH:16]=[CH:15][CH:14]=[CH:13][C:9]=2[C:10]([OH:12])=[O:11])=O)=[CH:4][CH:3]=1.C(O)(=O)C>[Zn].O>[Cl:1][C:2]1[CH:18]=[CH:17][C:5]([CH:6]2[C:8]3[C:9](=[CH:13][CH:14]=[CH:15][CH:16]=3)[C:10](=[O:12])[O:11]2)=[CH:4][CH:3]=1. Reported procedure: A five-liter, 3-neck flask fitted with a reflux condensor and drying tube, an air-driven stirring blade, and thermometer and temperature controller was charged with 2-(4'-chlorobenzoyl)benzoic acid (130.3 grams; 0.5 mol), zinc dust (490.3 g; 7.5 gram-atom), glacial acetic acid (2500 milliliters (ml)), and water (500 ml). The resulting mixture was heated, with stirring, under reflux temperatures (about 105° C.) for about 2 hours. The acetic acid solution was then decanted from the zinc and poured...